From a dataset of the Open Reaction Database (ORD), a public repository of structured organic reaction records. describe an organic reaction: reactants, conditions, products, and yield Reactants: [OH-].[Na+] (NaOH), C1(=CC=CC=C1)C1=NC(=NC(=N1)C1=CC=CC=C1)N1C2=CC=CC=C2C=2C=C3C(=CC12)C(C1=C(C=CC=C13)C=1C=C3C=2C=C4C(=CC2N(C3=CC1)C(=O)OC(C)(C)C)C(C1=CC=CC=C14)(C)C)(C)C (tert-butyl 7-{10-(4,6-diphenyl-1,3,5-triazin-2-yl)-12,12-dimethyl-10,12-dihydro-10-azaindeno[2,1-b]fluorenyl}-12,12-dimethyl-12H-10-azaindeno[2,1-b]fluorene-10-carboxylate), ice water, FC(C(=O)O)(F)F (trifluoroacetic acid). Solvent: C1(=CC=CC=C1)C (toluene), C1(=CC=CC=C1)OC (anisole). Run at temperature 40 celsius, time 3 hour. Product: C1(=CC=CC=C1)C1=NC(=NC(=N1)C1=CC=CC=C1)N1C2=CC=CC=C2C=2C=C3C(=CC12)C(C1=C(C=CC=C13)C=1C=C3C=2C=C4C(=CC2NC3=CC1)C(C1=CC=CC=C14)(C)C)(C)C (7-{10-(4,6-Diphenyl-1,3,5-triazin-2-yl)-12,12-dimethyl-10,12-dihydro-10-azaindeno[2,1-b]fluorenyl}-12,12-dimethyl-10,12-dihydro-10-azaindeno[2,1-b]fluorene). As a reaction SMILES: [C:1]1([C:7]2[N:12]=[C:11]([C:13]3[CH:18]=[CH:17][CH:16]=[CH:15][CH:14]=3)[N:10]=[C:9]([N:19]3[C:31]4[CH:30]=[C:29]5[C:32]([CH3:69])([CH3:68])[C:33]6[C:38]([C:28]5=[CH:27][C:26]=4[C:25]4[C:20]3=[CH:21][CH:22]=[CH:23][CH:24]=4)=[CH:37][CH:36]=[CH:35][C:34]=6[C:39]3[CH:40]=[C:41]4[C:49](=[CH:50][CH:51]=3)[N:48](C(OC(C)(C)C)=O)[C:47]3[CH:46]=[C:45]5[C:59]([CH3:67])([CH3:66])[C:60]6[C:65]([C:44]5=[CH:43][C:42]4=3)=[CH:64][CH:63]=[CH:62][CH:61]=6)[N:8]=2)[CH:6]=[CH:5][CH:4]=[CH:3][CH:2]=1.FC(F)(F)C(O)=O.[OH-].[Na+]>C1(C)C=CC=CC=1.C1(OC)C=CC=CC=1>[C:13]1([C:11]2[N:12]=[C:7]([C:1]3[CH:2]=[CH:3][CH:4]=[CH:5][CH:6]=3)[N:8]=[C:9]([N:19]3[C:31]4[CH:30]=[C:29]5[C:32]([CH3:69])([CH3:68])[C:33]6[C:38]([C:28]5=[CH:27][C:26]=4[C:25]4[C:20]3=[CH:21][CH:22]=[CH:23][CH:24]=4)=[CH:37][CH:36]=[CH:35][C:34]=6[C:39]3[CH:40]=[C:41]4[C:49](=[CH:50][CH:51]=3)[NH:48][C:47]3[CH:46]=[C:45]5[C:59]([CH3:67])([CH3:66])[C:60]6[C:65]([C:44]5=[CH:43][C:42]4=3)=[CH:64][CH:63]=[CH:62][CH:61]=6)[N:10]=2)[CH:18]=[CH:17][CH:16]=[CH:15][CH:14]=1 |f:2.3|. Procedure details: 30.2 g (34.0 mmol) of tert-butyl 7-{10-(4,6-diphenyl-1,3,5-triazin-2-yl)-12,12-dimethyl-10,12-dihydro-10-azaindeno[2,1-b]fluorenyl}-12,12-dimethyl-12H-10-azaindeno[2,1-b]fluorene-10-carboxylate are dissolved in 900 ml of toluene and 200 ml of anisole, and 50 ml of trifluoroacetic acid are subsequently added. The mixture is stirred at 40° C. for 3 h and, when the reaction is complete, neutralised by means of ice-water and 20% NaOH solution. The mixture is extracted with dichloromethane, dried and... Reactants: CCC(=O)Cl, CC(N)C(Oc1ccc2c(cnn2-c2ccc(F)cc2)c1)c1ccccc1. Yields the product CCC(=O)NC(C)C(Oc1ccc2c(cnn2-c2ccc(F)cc2)c1)c1ccccc1. Reaction SMILES: [C:28]([CH2:29][CH3:30])(=[O:31])[Cl:32].[F:1][c:2]1[cH:3][cH:4][c:5](-[n:8]2[n:9][cH:10][c:11]3[cH:12][c:13]([O:17][CH:18]([CH:19]([CH3:20])[NH2:21])[c:22]4[cH:23][cH:24][cH:25][cH:26][cH:27]4)[cH:14][cH:15][c:16]23)[cH:6][cH:7]1>>[F:1][c:2]1[cH:3][cH:4][c:5](-[n:8]2[n:9][cH:10][c:11]3[cH:12][c:13]([O:17][CH:18]([CH:19]([CH3:20])[NH:21][C:28]([CH2:29][CH3:30])=[O:31])[c:22]4[cH:23][cH:24][cH:25][cH:26][cH:27]4)[cH:14][cH:15][c:16]23)[cH:6][cH:7]1.